This data is from the Open Reaction Database (ORD), a public repository of structured organic reaction records. The task is: describe an organic reaction: reactants, conditions, products, and yield Starting materials: C(C)OC(C(=O)OCCCCCC)CC1=CC=C(C=C1)O (hexyl (2RS) (+/−) 2-ethoxy-3-(4-hydroxyphenyl)propanoate), solution, P(=O)([O-])([O-])[O-] (phosphate), C(C)(=O)[O-] (acetate), enzyme solution. Yields the product C(C)O[C@H](C(=O)O)CC1=CC=C(C=C1)O.C(C)O[C@@H](C(=O)OCCCCCC)CC1=CC=C(C=C1)O ((2S)-2-Ethoxy-3-(4-hydroxyphenyl)propanoic acid Hexyl (2R)-2-Ethoxy-3-(4-hydroxyphenyl)propanoate). Reaction SMILES: [CH2:1]([O:3][CH:4]([CH2:14][C:15]1[CH:20]=[CH:19][C:18]([OH:21])=[CH:17][CH:16]=1)[C:5]([O:7][CH2:8][CH2:9][CH2:10][CH2:11][CH2:12][CH3:13])=[O:6])[CH3:2].P([O-])([O-])([O-])=O.C([O-])(=O)C>>[CH2:1]([O:3][C@@H:4]([CH2:14][C:15]1[CH:16]=[CH:17][C:18]([OH:21])=[CH:19][CH:20]=1)[C:5]([OH:7])=[O:6])[CH3:2].[CH2:1]([O:3][C@H:4]([CH2:14][C:15]1[CH:16]=[CH:17][C:18]([OH:21])=[CH:19][CH:20]=1)[C:5]([O:7][CH2:8][CH2:9][CH2:10][CH2:11][CH2:12][CH3:13])=[O:6])[CH3:2] |f:3.4|. Reported procedure: To hexyl (2RS) (+/−) 2-ethoxy-3-(4-hydroxyphenyl)propanoate (0.5 ml of a solution containing 2 mg/ml in a phosphate, pH 7; 0.1M, or acetate buffer, pH 5; 0.1 M) was added the enzyme (0.5 ml enzyme solution). The reaction mixture was shaken at room temperature and analysed at different times (maximum 30 h). The reaction mixture was analysed by the gradient HPLC method 1, and the chiral CE method 1. The reactants are dicarboxylic acid, C(=O)C1=C(C=C(C(=O)O)C=C1)O (4-Formyl-3-hydroxybenzoic acid), N[C@H](CS)C(=O)O (D-cysteine), C(#N)C1=C(C=C(C(=O)O)C=C1)O (4-cyano-3-hydroxybenzoic acid), [N+](=O)([O-])CC (nitroethane). Run in C(C)(=O)O (acetic acid), C(C)(=O)[O-].[Na+] (sodium acetate). Yields the product OC1=C(C=CC(=C1)C(=O)O)C=1SC[C@@H](N1)C(=O)O ((S)-4,5-Dihydro-2-(2-hydroxy-4-carboxyphenyl)-4-thiazolecarboxylic acid). RXN SMILES: [CH:1]([C:3]1[CH:11]=[CH:10][C:6]([C:7]([OH:9])=[O:8])=[CH:5][C:4]=1[OH:12])=O.C(C1C=CC(C(O)=O)=CC=1O)#N.[N+](CC)([O-])=O.[NH2:30][C@@H:31]([C:34]([OH:36])=[O:35])[CH2:32][SH:33]>C([O-])(=O)C.[Na+].C(O)(=O)C>[OH:12][C:4]1[CH:5]=[C:6]([C:7]([OH:9])=[O:8])[CH:10]=[CH:11][C:3]=1[C:1]1[S:33][CH2:32][C@H:31]([C:34]([OH:36])=[O:35])[N:30]=1 |f:4.5|. Procedure details: The key step of the synthesis of (S)-4,5-dihydro-2-(2-hydroxy-3-methoxyphenyl)-4-thiazolecarboxylic acid (6) was cyclocondensation of D-cysteine with 2-hydroxy-3-methoxybenzonitrile. The cyano intermediate was obtained from o-vanillin by treatment with nitroethane in sodium acetate and acetic acid. (S)-4,5-Dihydro-2-(2-hydroxy-4-carboxyphenyl)-4-thiazolecarboxylic acid (7) was synthesized by a similar reaction sequence. 4-Formyl-3-hydroxybenzoic acid was converted to 4-cyano-3-hydroxybenzoic aci... Starting materials: C1(=CC=CC=C1)N=C(CC[Si](C)(C)C)SC(C)C (Isopropyl N-phenyl-3-(trimethylsilyl)thiopropioimidate), C([O-])([O-])=O.[K+].[K+] (potassium carbonate), [Cl-].[Na+] (sodium chloride). Run in CO (methanol). Conditions: time 30 minute. The product is C1(=CC=CC=C1)N=C(CC)SC(C)C (isopropyl N-phenyl-thiopropioimidate). The yield is 92.7%. As a reaction SMILES: [C:1]1([N:7]=[C:8]([S:15][CH:16]([CH3:18])[CH3:17])[CH2:9][CH2:10][Si](C)(C)C)[CH:6]=[CH:5][CH:4]=[CH:3][CH:2]=1.C(=O)([O-])[O-].[K+].[K+].[Cl-].[Na+]>CO>[C:1]1([N:7]=[C:8]([S:15][CH:16]([CH3:17])[CH3:18])[CH2:9][CH3:10])[CH:6]=[CH:5][CH:4]=[CH:3][CH:2]=1 |f:1.2.3,4.5|. Procedure details: Isopropyl N-phenyl-3-(trimethylsilyl)thiopropioimidate (1.6 g) was dissolved to methanol (50 ml), small amount of potassium carbonate was added thereto under ice-cooling, then stirred for 30 minutes. The reaction solution was poured into aqueous solution of sodium chloride, and it was extracted with ethyl acetate. The organic layer was washed with water, dried and distilled off the solvent to obtain isopropyl N-phenyl-thiopropioimidate (1.1 g). Solvent: O (water), O1CCOCC1 (dioxane). Reaction conditions: temperature 40 celsius. Reactants: [OH-].[K+] (potassium hydroxide), S(=S)(=O)([O-])[O-].[Na+].[Na+] (sodium thiosulfate), C(C)(C)(C)C=1C=C2C=CC3=C(C=C(C4=CC=C(C1)C2=C43)C=4C3=CC=CC=C3C=C3C=CC=CC43)C (9-(7-tert-butyl-3-methylpyren-1-yl)anthracene), BrBr (bromine). Procedure: Under a nitrogen atmosphere, Intermediate Compound 1 (6 g, 13.4 mmol) was dissolved in 100 ml of dioxane. An aqueous solution prepared by dissolving 0.75 g (13.4 mmol) of potassium hydroxide in 5 ml of distilled water was added to the solution, and 2.56 g (16.1 mmol) of bromine were dropped to the mixture. After the resultant had been stirred on an oil bath heated to 40° C. for 30 minutes, 9.7 g (3.08 mmol) of a 5% sodium thiosulfate solution were added to the resultant, and the whole was stirre... The product is BrC=1C2=CC=CC=C2C(=C2C=CC=CC12)C1=CC(=C2C=CC3=CC(=CC4=CC=C1C2=C34)C(C)(C)C)C (9-bromo-10-(7-tert-butyl-3-methylpyren-1-yl)anthracene). Reaction SMILES: [C:1]([C:5]1[CH:6]=[C:7]2[C:19]3=[C:20]4[C:10](=[C:11]([CH3:35])[CH:12]=[C:13]([C:21]5[C:22]6[C:27]([CH:28]=[C:29]7[C:34]=5[CH:33]=[CH:32][CH:31]=[CH:30]7)=[CH:26][CH:25]=[CH:24][CH:23]=6)[C:14]4=[CH:15][CH:16]=[C:17]3[CH:18]=1)[CH:9]=[CH:8]2)([CH3:4])([CH3:3])[CH3:2].[OH-].[K+].[Br:38]Br.S([O-])([O-])(=O)=S.[Na+].[Na+]>O1CCOCC1.O>[Br:38][C:28]1[C:29]2[C:34]([C:21]([C:13]3[C:14]4[C:20]5=[C:19]6[C:17](=[CH:16][CH:15]=4)[CH:18]=[C:5]([C:1]([CH3:4])([CH3:3])[CH3:2])[CH:6]=[C:7]6[CH:8]=[CH:9][C:10]5=[C:11]([CH3:35])[CH:12]=3)=[C:22]3[C:27]=1[CH:26]=[CH:25][CH:24]=[CH:23]3)=[CH:33][CH:32]=[CH:31][CH:30]=2 |f:1.2,4.5.6|. Isolated yield 50.9%. The reactants are COC(CCCCCCCC=1OC(=CC1)C=CC(CCCCC)=O)=O (8-[5-(3-Oxo-1-octenyl)-2-furyl]-octanoic acid methyl ester), [H][H] (hydrogen), [H][H] (hydrogen). The reagents and catalysts are [Ni] (Raney nickel). Solvent: CO (methanol). Product: COC(CCCCCCCC=1OC(=CC1)CCC(CCCCC)=O)=O (8-[5-(3-Oxooctyl)-2-furyl]-octanoic acid methyl ester). Yield: 63.5%. Reaction SMILES: [CH3:1][O:2][C:3](=[O:25])[CH2:4][CH2:5][CH2:6][CH2:7][CH2:8][CH2:9][CH2:10][C:11]1[O:12][C:13]([CH:16]=[CH:17][C:18](=[O:24])[CH2:19][CH2:20][CH2:21][CH2:22][CH3:23])=[CH:14][CH:15]=1.[H][H]>[Ni].CO>[CH3:1][O:2][C:3](=[O:25])[CH2:4][CH2:5][CH2:6][CH2:7][CH2:8][CH2:9][CH2:10][C:11]1[O:12][C:13]([CH2:16][CH2:17][C:18](=[O:24])[CH2:19][CH2:20][CH2:21][CH2:22][CH3:23])=[CH:14][CH:15]=1. Reported procedure: III (11.37 g, 0.0326 mole), methanol (150 ml), and Raney nickel (2.5 g) were stirred at room temperature under 1 atmosphere of hydrogen, until one molequivalent of hydrogen had reacted. After filtration, the solvent was removed by distillation from a water bath (60°C) under reduced pressure, at last under 15 mm Hg. The residual, light yellow oil (11.4 g) was purified by preparative tlc (thin layer chromatography) on silica gel (mixture of petroleum ether (b.<50°C) and ether (2:1) as eluent). 7.2... The product is C(C1=CC=CC=C1)OC1=C(C=C(C=C1)NC1=NC(=NC(=N1)NC1CCCCCC1)Cl)Cl (N-(4-Benzyloxy-3-chloro-phenyl)-6-chloro-N′-cycloheptyl-[1,3,5]triazine-2,4-diamine). Reactants: C1(CCCCCC1)N (N-cycloheptylamine), C(C1=CC=CC=C1)OC1=C(C=C(C=C1)NC1=NC(=NC(=N1)Cl)Cl)Cl ((4-Benzyloxy-3-chloro-phenyl)-(4,6-dichloro-[1,3,5]triazin-2-yl)-amine), [OH-].[Na+] (NaOH), O (water). Solvent: CC(=O)C (acetone), CC(=O)C (acetone). As a reaction SMILES: [CH2:1]([O:8][C:9]1[CH:14]=[CH:13][C:12]([NH:15][C:16]2[N:21]=[C:20](Cl)[N:19]=[C:18]([Cl:23])[N:17]=2)=[CH:11][C:10]=1[Cl:24])[C:2]1[CH:7]=[CH:6][CH:5]=[CH:4][CH:3]=1.[CH:25]1([NH2:32])[CH2:31][CH2:30][CH2:29][CH2:28][CH2:27][CH2:26]1.[OH-].[Na+].O>CC(C)=O>[CH2:1]([O:8][C:9]1[CH:14]=[CH:13][C:12]([NH:15][C:16]2[N:21]=[C:20]([NH:32][CH:25]3[CH2:31][CH2:30][CH2:29][CH2:28][CH2:27][CH2:26]3)[N:19]=[C:18]([Cl:23])[N:17]=2)=[CH:11][C:10]=1[Cl:24])[C:2]1[CH:7]=[CH:6][CH:5]=[CH:4][CH:3]=1 |f:2.3|. Reported procedure: To 160b (1.0010 g, 2.6 mmol) dissolved in acetone (25 mL) was added a solution of N-cycloheptylamine (0.35 mL, 2.6 mmol) in acetone (5 mL) followed by addition of 2.5 N NaOH (1.0 mL, 2.6 mmol) and water (2.5 mL). The reaction mixture was allowed to stir at reflux for 3 hours under nitrogen. The reaction mixture was extracted 3 times with dichloromethane; the combined organic layers were washed with brine and dried over potassium carbonate. After filtering, the sample was concentrated by rotary e... The reactants are [Br-], C1CCOC1, CSc1ccc(C[SH](=S)=S)cc1, CCOC(C)=O, [Mg+]C1CC1, [Cl-], [NH4+]. Product: CSc1ccc(CSC2CC2)cc1. As a reaction SMILES: [Br-:13].[CH2:18]1[O:19][CH2:20][CH2:21][CH2:22]1.[CH3:1][S:2][c:3]1[cH:4][cH:5][c:6]([CH2:9][SH:10](=[S:11])=[S:12])[cH:7][cH:8]1.[CH3:25][CH2:26][O:27][C:28](=[O:29])[CH3:30].[CH:14]1([Mg+:17])[CH2:15][CH2:16]1.[Cl-:23].[NH4+:24]>>[CH3:1][S:2][c:3]1[cH:4][cH:5][c:6]([CH2:9][S:10][CH:14]2[CH2:15][CH2:16]2)[cH:7][cH:8]1. Reactants: Cl.Cl.N1C=C(C2=CC=CC=C12)C1CCC(CC1)NC(C(=O)N)C1CCNCC1 (2-[4-(1H-Indol-3-yl)-cyclohexylamino]-2-piperidin-4-yl-acetamide dihydrochloride), FC1(OC2=C(O1)C=CC(=C2)/C=C/C(=O)O)F (trans-3-(2,2-difluoro-1,3-benzodioxol-5-yl)prop-2-enoic acid), cyclohexyl. The product is N1C=C(C2=CC=CC=C12)C1CCC(CC1)NC(C(=O)N)C1CCN(CC1)C(\C=C\C1=CC2=C(OC(O2)(F)F)C=C1)=O (2-[4-(1H-Indol-3-yl)-cyclohexylamino]-2-[1-(trans-3-(2,2-difluoro-1,3-benzodioxol-5-yl)prop-2-enoyl)piperidin-4-yl]-acetamide). Reaction SMILES: Cl.Cl.[NH:3]1[C:11]2[C:6](=[CH:7][CH:8]=[CH:9][CH:10]=2)[C:5]([CH:12]2[CH2:17][CH2:16][CH:15]([NH:18][CH:19]([CH:23]3[CH2:28][CH2:27][NH:26][CH2:25][CH2:24]3)[C:20]([NH2:22])=[O:21])[CH2:14][CH2:13]2)=[CH:4]1.[F:29][C:30]1([F:44])[O:34][C:33]2[CH:35]=[CH:36][C:37](/[CH:39]=[CH:40]/[C:41](O)=[O:42])=[CH:38][C:32]=2[O:31]1>>[NH:3]1[C:11]2[C:6](=[CH:7][CH:8]=[CH:9][CH:10]=2)[C:5]([CH:12]2[CH2:17][CH2:16][CH:15]([NH:18][CH:19]([CH:23]3[CH2:24][CH2:25][N:26]([C:41](=[O:42])/[CH:40]=[CH:39]/[C:37]4[CH:36]=[CH:35][C:33]5[O:34][C:30]([F:44])([F:29])[O:31][C:32]=5[CH:38]=4)[CH2:27][CH2:28]3)[C:20]([NH2:22])=[O:21])[CH2:14][CH2:13]2)=[CH:4]1 |f:0.1.2|. Procedure: The title compound was prepared from the product of Example 1, step J, and trans-3-(2,2-difluoro-1,3-benzodioxol-5-yl)prop-2-enoic acid, by the method of Example 1, step K, giving a solid that was mostly the more polar cyclohexyl diastereomer by LCMS. Mass spectrum (LCMS, ESI pos.) calcd. for C31H34F2N4O4: 565 (M+H). Found: 565 Reactants: NC1(C(=O)O)C(C=C(C=C1C)Br)[N+](=O)[O-] (1-amino-4-bromo-6-methyl-2-nitrobenzoic acid). Reagents/catalysts: [Pd] (Pd/C). Run in CO (methanol). Conditions: time 48 hour. Product: NC1(C(=O)O)C(C=CC=C1C)N (1,2-diamino-6-methylbenzoic acid). Isolated yield 69.0%. Reaction SMILES: [NH2:1][C:2]1([C:10]([CH3:11])=[CH:9][C:8](Br)=[CH:7][CH:6]1[N+:13]([O-])=O)[C:3]([OH:5])=[O:4]>CO.[Pd]>[NH2:1][C:2]1([C:10]([CH3:11])=[CH:9][CH:8]=[CH:7][CH:6]1[NH2:13])[C:3]([OH:5])=[O:4]. Procedure details: A suspension of 1-amino-4-bromo-6-methyl-2-nitrobenzoic acid (16 g) and Pd/C (3.2 g) in methanol (400 ml) was stirred under hydrogen (1 bar) for 48 h and filtered through Celite under nitrogen atmosphere. Evaporation of methanol and purification by chromatography (hexane/ethyl acetate 40:60) gave 1,2-diamino-6-methylbenzoic acid (6.7 g) as a brown solid (6.7 g). 1H-NMR (400 MHz, CDCl3): 12.09 (bs, 1H), 6.73 (d, 1H), 6.13 (d, 1H), 1.98 (s, 3H). LCMS: m/z=167.11 (M+H)